This data is from the Open Reaction Database (ORD), a public repository of structured organic reaction records. The task is: describe an organic reaction: reactants, conditions, products, and yield Starting materials: Cl.N1CC(C1)C1=NC2=CC=CC=C2C=C1 (2-azetidin-3-yl-quinoline hydrochloride), C(=O)([O-])[O-].[Cs+].[Cs+] (Cs2CO3), BrC=1C(=NC=CC1)F (3-bromo-2-fluoro-pyridine). The solvent is CN(C)C=O (DMF), O (water). Reaction conditions: temperature 90 celsius. Yields the product BrC=1C(=NC=CC1)N1CC(C1)C1=NC2=CC=CC=C2C=C1 (2-[1-(3-BROMO-PYRIDIN-2-YL)-AZETIDIN-3-YL]-QUINOLINE). Isolated yield 56.8%. Reaction SMILES: Cl.[NH:2]1[CH2:5][CH:4]([C:6]2[CH:15]=[CH:14][C:13]3[C:8](=[CH:9][CH:10]=[CH:11][CH:12]=3)[N:7]=2)[CH2:3]1.C([O-])([O-])=O.[Cs+].[Cs+].[Br:22][C:23]1[C:24](F)=[N:25][CH:26]=[CH:27][CH:28]=1>CN(C=O)C.O>[Br:22][C:23]1[C:24]([N:2]2[CH2:3][CH:4]([C:6]3[CH:15]=[CH:14][C:13]4[C:8](=[CH:9][CH:10]=[CH:11][CH:12]=4)[N:7]=3)[CH2:5]2)=[N:25][CH:26]=[CH:27][CH:28]=1 |f:0.1,2.3.4|. Procedure: To a solution of 2-azetidin-3-yl-quinoline hydrochloride (1.70 g, 7.75 mmol) in DMF (30 mL) at room temperature was added Cs2CO3 (5.2 g, 16 mmol) and 3-bromo-2-fluoro-pyridine (1.5 g, 9.0 mmol). The reaction mixture was heated to 90° C. overnight and then diluted with water (60 mL) and extracted with EtOAc (2×50 mL). The combined organic extracts were washed with water (60 mL) and brine (60 mL), dried over Na2SO4, and filtered. The filtrate was evaporated in vacuo and the residue was purified by... The reactants are O=C([O-])[O-], COc1ccc(Cn2ncc3c4c(cnc32)CCc2nc(C)sc2-4)cc1, [K+], [K+], O, O=C(O)C(F)(F)F. Product: Cc1nc2c(s1)-c1c(cnc3[nH]ncc13)CC2. RXN SMILES: [C:28](=[O:29])([O-:30])[O-:31].[CH3:1][O:2][c:3]1[cH:4][cH:5][c:6]([CH2:7][n:8]2[n:9][cH:10][c:11]3[c:12]2[n:13][cH:14][c:15]2[c:20]3-[c:19]3[c:18]([n:23][c:22]([CH3:24])[s:21]3)[CH2:17][CH2:16]2)[cH:25][cH:26]1.[K+:32].[K+:33].[OH2:27].[OH:34][C:35]([C:36]([F:37])([F:38])[F:39])=[O:40]>>[nH:8]1[n:9][cH:10][c:11]2[c:12]1[n:13][cH:14][c:15]1[c:20]2-[c:19]2[c:18]([n:23][c:22]([CH3:24])[s:21]2)[CH2:17][CH2:16]1.